This data is from the Open Reaction Database (ORD), a public repository of structured organic reaction records. The task is: describe an organic reaction: reactants, conditions, products, and yield The reactants are OCc1ccc(Cc2ccccc2)cc1, CS(=O)(=O)Cl, ClC(Cl)Cl, O=C(CNC(=O)c1cccc(C(F)(F)F)c1)NCC1CCNCC1, O=C=Nc1ccccc1. Product: O=C(CNC(=O)c1cccc(C(F)(F)F)c1)NCC1CCN(Cc2ccc(Cc3ccccc3)cc2)CC1. As a reaction SMILES: [CH2:6]([c:7]1[cH:8][cH:9][cH:10][cH:11][cH:12]1)[c:13]1[cH:14][cH:15][c:16]([CH2:17][OH:18])[cH:19][cH:20]1.[CH3:1][S:2](=[O:3])(=[O:4])[Cl:5].[CH:54]([Cl:55])([Cl:56])[Cl:57].[F:21][C:22]([c:23]1[cH:24][c:25]([C:26](=[O:27])[NH:28][CH2:29][C:30](=[O:31])[NH:32][CH2:33][CH:34]2[CH2:35][CH2:36][NH:37][CH2:38][CH2:39]2)[cH:40][cH:41][cH:42]1)([F:43])[F:44].[O:45]=[C:46]=[N:47][c:48]1[cH:49][cH:50][cH:51][cH:52][cH:53]1>>[CH2:6]([c:7]1[cH:8][cH:9][cH:10][cH:11][cH:12]1)[c:13]1[cH:14][cH:15][c:16]([CH2:17][N:37]2[CH2:36][CH2:35][CH:34]([CH2:33][NH:32][C:30]([CH2:29][NH:28][C:26]([c:25]3[cH:24][c:23]([C:22]([F:21])([F:43])[F:44])[cH:42][cH:41][cH:40]3)=[O:27])=[O:31])[CH2:39][CH2:38]2)[cH:19][cH:20]1. The reactants are CN1Cc2c(Br)ncn2-c2cccc(Cl)c2C1=O, CCNCC, ClCCl, C#CC(C)(C)O, [Cu]I, Cl[Pd]Cl, c1ccc(P(c2ccccc2)c2ccccc2)cc1, c1ccc(P(c2ccccc2)c2ccccc2)cc1. Product: CN1Cc2c(C#CC(C)(C)O)ncn2-c2cccc(Cl)c2C1=O. As a reaction SMILES: [Br:1][c:2]1[n:3][cH:4][n:5]2[c:6]1[CH2:7][N:8]([CH3:18])[C:9](=[O:17])[c:10]1[c:11]-2[cH:12][cH:13][cH:14][c:15]1[Cl:16].[CH2:25]([NH:26][CH2:27][CH3:28])[CH3:29].[CH2:30]([Cl:31])[Cl:32].[CH3:19][C:20]([CH3:21])([C:22]#[CH:23])[OH:24].[Cu:74][I:75].[Pd:33]([Cl:34])[Cl:35].[c:36]1([P:37]([c:38]2[cH:39][cH:40][cH:41][cH:42][cH:43]2)[c:44]2[cH:45][cH:46][cH:47][cH:48][cH:49]2)[cH:50][cH:51][cH:52][cH:53][cH:54]1.[c:55]1([P:56]([c:57]2[cH:58][cH:59][cH:60][cH:61][cH:62]2)[c:63]2[cH:64][cH:65][cH:66][cH:67][cH:68]2)[cH:69][cH:70][cH:71][cH:72][cH:73]1>>[c:2]1([C:23]#[C:22][C:20]([CH3:19])([CH3:21])[OH:24])[n:3][cH:4][n:5]2[c:6]1[CH2:7][N:8]([CH3:18])[C:9](=[O:17])[c:10]1[c:11]-2[cH:12][cH:13][cH:14][c:15]1[Cl:16]. Starting materials: C(C)OC(CC=1C=C(C(=CC1)OC)C1=CC=C(C=C1)C1=C(C(=NO1)C)NC(=O)OC(C)C1=C(C=CC=C1)Cl)=O ((4′-{4-[1-(2-chloro-phenyl)-ethoxycarbonylamino]-3-methyl-isoxazol-5-yl}-6-methoxy-biphenyl-3-yl)-acetic acid ethyl ester), [Li+].[OH-] (LiOH). Solvent: O (water), CO (methanol). Run at time 2 hour. The product is ClC1=C(C=CC=C1)C(C)OC(=O)NC=1C(=NOC1C1=CC=C(C=C1)C1=CC(=CC=C1OC)CC(=O)O)C ((4′-{-4-[1-(2-Chloro-phenyl)-ethoxycarbonylamino]-3-methyl-isoxazol-5-yl}-6-methoxy-biphenyl-3-yl)-acetic acid). As a reaction SMILES: C([O:3][C:4](=[O:39])[CH2:5][C:6]1[CH:7]=[C:8]([C:14]2[CH:19]=[CH:18][C:17]([C:20]3[O:24][N:23]=[C:22]([CH3:25])[C:21]=3[NH:26][C:27]([O:29][CH:30]([C:32]3[CH:37]=[CH:36][CH:35]=[CH:34][C:33]=3[Cl:38])[CH3:31])=[O:28])=[CH:16][CH:15]=2)[C:9]([O:12][CH3:13])=[CH:10][CH:11]=1)C.[Li+].[OH-]>CO.O>[Cl:38][C:33]1[CH:34]=[CH:35][CH:36]=[CH:37][C:32]=1[CH:30]([O:29][C:27]([NH:26][C:21]1[C:22]([CH3:25])=[N:23][O:24][C:20]=1[C:17]1[CH:16]=[CH:15][C:14]([C:8]2[C:9]([O:12][CH3:13])=[CH:10][CH:11]=[C:6]([CH2:5][C:4]([OH:39])=[O:3])[CH:7]=2)=[CH:19][CH:18]=1)=[O:28])[CH3:31] |f:1.2|. Reported procedure: To (4′-{4-[1-(2-chloro-phenyl)-ethoxycarbonylamino]-3-methyl-isoxazol-5-yl}-6-methoxy-biphenyl-3-yl)-acetic acid ethyl ester (0.105 g, 0.20 mmol) in methanol (20 mL) was added 1N aqueous LiOH (5 mL, 5 mmol), and the reaction was stirred for 2 hours. The mixture was diluted with water and extracted with EtOAc. The combined organic layers were dried and concentrated to give the title compound. Reactants: Cc1ncc[nH]1, [Na+], O=C([O-])O, O, COc1cc(C=C(C(=O)O)c2ccccc2)ccc1O. Yields the product COc1cc(C=Cc2ccccc2)ccc1O. RXN SMILES: [CH3:26][c:27]1[nH:28][cH:29][cH:30][n:31]1.[Na+:25].[O-:21][C:22]([OH:23])=[O:24].[OH2:32].[c:1]1([C:7]([C:8]([OH:9])=[O:10])=[CH:11][c:12]2[cH:13][c:14]([O:19][CH3:20])[c:15]([OH:18])[cH:16][cH:17]2)[cH:2][cH:3][cH:4][cH:5][cH:6]1>>[c:1]1([CH:7]=[CH:11][c:12]2[cH:13][c:14]([O:19][CH3:20])[c:15]([OH:18])[cH:16][cH:17]2)[cH:2][cH:3][cH:4][cH:5][cH:6]1.